From a dataset of the Open Reaction Database (ORD), a public repository of structured organic reaction records. describe an organic reaction: reactants, conditions, products, and yield Starting materials: ClCCCCN1C(NC(C(=C1)C1=C(N=C(O1)C)C)=O)=O (1-(4-chloro-butyl)-5-(2,4-dimethyl-oxazol-5-yl)-1H-pyrimidine-2,4-dione), FC(C1=CC=C(C=C1)[C@]12CNC[C@@H]2C1)(F)F ((1S,5R)-1-(4-trifluoromethyl-phenyl)-3-aza-bicyclo[3.1.0]hexane), CCN(C(C)C)C(C)C (DIPEA), Cl (HCl), O1CCOCC1 (dioxane). Solvent: CCO (EtOH). Run at time 3 hour. Product: Cl.CC=1OC(=C(N1)C)C=1C(NC(N(C1)CCCCN1C[C@]2(C[C@H]2C1)C1=CC=C(C=C1)C(F)(F)F)=O)=O (5-(2,4-dimethyl-1,3-oxazol-5-yl)-1-(4-{(1S,5R)-1-[4-(trifluoromethyl)phenyl]-3-azabicyclo[3.1.0]hex-3-yl}butyl)-2,4(1H,3H)-pyrimidinedione hydrochloride). The yield is 24.0%. Reaction SMILES: [Cl:1][CH2:2][CH2:3][CH2:4][CH2:5][N:6]1[CH:11]=[C:10]([C:12]2[O:16][C:15]([CH3:17])=[N:14][C:13]=2[CH3:18])[C:9](=[O:19])[NH:8][C:7]1=[O:20].[F:21][C:22]([F:36])([F:35])[C:23]1[CH:28]=[CH:27][C:26]([C@:29]23[CH2:34][C@H:33]2[CH2:32][NH:31][CH2:30]3)=[CH:25][CH:24]=1.CCN(C(C)C)C(C)C.Cl.O1CCOCC1>CCO>[ClH:1].[CH3:17][C:15]1[O:16][C:12]([C:10]2[C:9](=[O:19])[NH:8][C:7](=[O:20])[N:6]([CH2:5][CH2:4][CH2:3][CH2:2][N:31]3[CH2:32][C@H:33]4[C@:29]([C:26]5[CH:25]=[CH:24][C:23]([C:22]([F:21])([F:36])[F:35])=[CH:28][CH:27]=5)([CH2:34]4)[CH2:30]3)[CH:11]=2)=[C:13]([CH3:18])[N:14]=1 |f:6.7|. Reported procedure: A solution of 1-(4-chloro-butyl)-5-(2,4-dimethyl-oxazol-5-yl)-1H-pyrimidine-2,4-dione (Prep65, 100 mg, 0.34 mmol), (1S,5R)-1-(4-trifluoromethyl-phenyl)-3-aza-bicyclo[3.1.0]hexane (Prep4, 68 mg, 0.3 mmol), and DIPEA (130 mg, 1 mmol) in absolute EtOH (3 ml) was placed in a microwave oven and irradiated at 130° C. for 3 hours. The solvent was removed under vacuum and the residue was partitioned between water and ethyl acetate. The organic phase was evaporated, the crude dissolved in dichloromethane...